From a dataset of the Open Reaction Database (ORD), a public repository of structured organic reaction records. describe an organic reaction: reactants, conditions, products, and yield Starting materials: CC(CCC(O[SiH](C)C)C(C)(C)C)C1CCC2C3CC=C4CC(OC5CCCCO5)CCC4(C)C3CCC12C, Cc1cc(C)[nH]n1, O=[Cr](=O)=O. The product is CC(CCC(O[SiH](C)C)C(C)(C)C)C1CCC2C3C(=O)C=C4CC(OC5CCCCO5)CCC4(C)C3CCC12C. RXN SMILES: [C:12]([CH3:13])([CH3:14])([CH3:15])[CH:16]([CH2:17][CH2:18][CH:19]([CH3:20])[CH:21]1[CH2:22][CH2:23][CH:24]2[CH:25]3[CH2:26][CH:27]=[C:28]4[CH2:29][CH:30]([O:40][CH:41]5[O:42][CH2:43][CH2:44][CH2:45][CH2:46]5)[CH2:31][CH2:32][C:33]4([CH3:34])[CH:35]3[CH2:36][CH2:37][C:38]12[CH3:39])[O:47][SiH:48]([CH3:49])[CH3:50].[CH3:5][c:6]1[cH:7][c:8]([CH3:9])[nH:10][n:11]1.[O:1]=[Cr:2](=[O:3])=[O:4]>>[O:1]=[C:26]1[CH:25]2[CH:24]3[CH2:23][CH2:22][CH:21]([CH:19]([CH2:18][CH2:17][CH:16]([C:12]([CH3:13])([CH3:14])[CH3:15])[O:47][SiH:48]([CH3:49])[CH3:50])[CH3:20])[C:38]3([CH3:39])[CH2:37][CH2:36][CH:35]2[C:33]2([CH3:34])[C:28](=[CH:27]1)[CH2:29][CH:30]([O:40][CH:41]1[O:42][CH2:43][CH2:44][CH2:45][CH2:46]1)[CH2:31][CH2:32]2. Starting materials: BrCC(=O)C1=CSC=C1 (2-Bromo-1-(thiophen-3-yl)ethanone), CN1CCC(CC1)C(=O)OC(C1=CC(=CC=C1)F)C1=CC(=CC=C1)F (bis(3-fluorophenyl)methyl 1-methylpiperidine-4-carboxylate). The solvent is CCOC(=O)C (EtOAc). Reaction conditions: time 8 hour. Yields the product [Br-].FC=1C=C(C=CC1)C(OC(=O)C1CC[N+](CC1)(CC(C1=CSC=C1)=O)C)C1=CC(=CC=C1)F (4-((bis(3-fluorophenyl)methoxy)carbonyl)-1-methyl-1-(2-oxo-2-(thiophen-3-yl)ethyl)piperidinium bromide). Yield: 54.7%. As a reaction SMILES: [Br:1][CH2:2][C:3]([C:5]1[CH:9]=[CH:8][S:7][CH:6]=1)=[O:4].[CH3:10][N:11]1[CH2:16][CH2:15][CH:14]([C:17]([O:19][CH:20]([C:28]2[CH:33]=[CH:32][CH:31]=[C:30]([F:34])[CH:29]=2)[C:21]2[CH:26]=[CH:25][CH:24]=[C:23]([F:27])[CH:22]=2)=[O:18])[CH2:13][CH2:12]1>CCOC(C)=O>[Br-:1].[F:34][C:30]1[CH:29]=[C:28]([CH:20]([C:21]2[CH:26]=[CH:25][CH:24]=[C:23]([F:27])[CH:22]=2)[O:19][C:17]([CH:14]2[CH2:13][CH2:12][N+:11]([CH3:10])([CH2:2][C:3](=[O:4])[C:5]3[CH:9]=[CH:8][S:7][CH:6]=3)[CH2:16][CH2:15]2)=[O:18])[CH:33]=[CH:32][CH:31]=1 |f:3.4|. Procedure: 2-Bromo-1-(thiophen-3-yl)ethanone (23.7 mg, 0.12 mmol) was added to a solution of bis(3-fluorophenyl)methyl 1-methylpiperidine-4-carboxylate (40 mg, 0.12 mmol, prepared as in example 40) in EtOAc (3 ml). The reaction was stirred at room temperature overnight. The solvent was evaporated, and the crude was purified by preparative HPLC (eluent: CH3CN/H2O) to obtain 4-((bis(3-fluorophenyl)methoxy)carbonyl)-1-methyl-1-(2-oxo-2-(thiophen-3-yl)ethyl)piperidinium bromide (36.1 mg).